From a dataset of the Open Reaction Database (ORD), a public repository of structured organic reaction records. describe an organic reaction: reactants, conditions, products, and yield The reactants are CCOC1C(=O)OC2C(C3COC(C)(C)O3)OC(C)(C)OC12, CC(=O)O, O. The product is CCOC1C(=O)OC2C(C(O)CO)OC(C)(C)OC12. Reaction SMILES: [CH3:1][C:2]1([CH3:22])[O:3][CH2:4][CH:5]([CH:7]2[CH:8]3[CH:9]([O:10][C:11]([CH3:13])([CH3:14])[O:12]2)[CH:15]([O:19][CH2:20][CH3:21])[C:16](=[O:18])[O:17]3)[O:6]1.[CH3:24][C:25](=[O:26])[OH:27].[OH2:23]>>[OH:3][CH2:4][CH:5]([OH:6])[CH:7]1[CH:8]2[CH:9]([O:10][C:11]([CH3:13])([CH3:14])[O:12]1)[CH:15]([O:19][CH2:20][CH3:21])[C:16](=[O:18])[O:17]2. Starting materials: C, CCC1CC(Nc2ncc(N3CCOCC3)c(Cc3cc(C#N)cc(C#N)c3)n2)c2cc(C(F)(F)F)ccc2N1C(=O)OCc1ccccc1, CO, C1CCOC1, [Pd]. Product: CCC1CC(Nc2ncc(N3CCOCC3)c(Cc3cc(C#N)cc(C#N)c3)n2)c2cc(C(F)(F)F)ccc2N1. RXN SMILES: [C:58].[CH2:1]([O:2][C:3](=[O:4])[N:11]1[CH:12]([CH2:49][CH3:50])[CH2:13][CH:14]([NH:25][c:26]2[n:27][cH:28][c:29]([N:43]3[CH2:44][CH2:45][O:46][CH2:47][CH2:48]3)[c:30]([CH2:32][c:33]3[cH:34][c:35]([C:41]#[N:42])[cH:36][c:37]([C:39]#[N:40])[cH:38]3)[n:31]2)[c:15]2[cH:16][c:17]([C:21]([F:22])([F:23])[F:24])[cH:18][cH:19][c:20]21)[c:5]1[cH:6][cH:7][cH:8][cH:9][cH:10]1.[CH3:51][OH:52].[O:53]1[CH2:54][CH2:55][CH2:56][CH2:57]1.[Pd:59]>>[NH:11]1[CH:12]([CH2:49][CH3:50])[CH2:13][CH:14]([NH:25][c:26]2[n:27][cH:28][c:29]([N:43]3[CH2:44][CH2:45][O:46][CH2:47][CH2:48]3)[c:30]([CH2:32][c:33]3[cH:34][c:35]([C:41]#[N:42])[cH:36][c:37]([C:39]#[N:40])[cH:38]3)[n:31]2)[c:15]2[cH:16][c:17]([C:21]([F:22])([F:23])[F:24])[cH:18][cH:19][c:20]21. Reactants: Cc1ccc(CC(=O)O)cc1, NCc1cccc2ccccc12. Reagents/catalysts: CCN=C=NCCCN(C)C.Cl (EDC-HCl). The solvent is CN(C)C=O (DMF), CN(C)C=O (DMF), CN(C)C=O (DMF), CN(C)C=O (DMF), CN(C)C=O (DMF), CN(C)C=O (DMF). Reaction conditions: temperature 25 celsius, time 2 hour. Yields the product Cc1ccc(CC(=O)NCc2cccc3ccccc23)cc1. Yield: 52.9%. As a reaction SMILES: NCc1cccc2ccccc12.Cc1ccc(CC(=O)O)cc1.CCN=C=NCCCN(C)C.Cl.CN(C)C=O>>Cc1ccc(CC(=O)NCc2cccc3ccccc23)cc1. The reactants are CN[C@@H]1CC[C@H](CC1)CCCCCOS(=O)(=O)C (trans-Methansulfonic acid 5-(4-methyl amino-cyclohexyl)-pentyl ester), C(C)NCCO (2-ethylamino-ethanol), FC(C(=O)O)(F)F (trifluoroacetic acid), ClC(=O)OC1=CC=C(C=C1)Cl (4-chlorophenyl chloroformate). The product is ClC1=CC=C(C=C1)OC(N(C)[C@@H]1CC[C@H](CC1)CCCCCN(CCO)CC)=O (trans-(4-{5-[Ethyl-(2-hydroxy-ethyl)-amino]-pentyl}-cyclohexyl)-methyl-carbamic acid 4-chloro-phenyl ester). Reaction SMILES: [CH3:1][NH:2][C@H:3]1[CH2:8][CH2:7][C@H:6]([CH2:9][CH2:10][CH2:11][CH2:12][CH2:13]OS(C)(=O)=O)[CH2:5][CH2:4]1.FC(F)(F)C(O)=O.Cl[C:27]([O:29][C:30]1[CH:35]=[CH:34][C:33]([Cl:36])=[CH:32][CH:31]=1)=[O:28].[CH2:37]([NH:39][CH2:40][CH2:41][OH:42])[CH3:38]>>[Cl:36][C:33]1[CH:34]=[CH:35][C:30]([O:29][C:27](=[O:28])[N:2]([C@H:3]2[CH2:4][CH2:5][C@H:6]([CH2:9][CH2:10][CH2:11][CH2:12][CH2:13][N:39]([CH2:37][CH3:38])[CH2:40][CH2:41][OH:42])[CH2:7][CH2:8]2)[CH3:1])=[CH:31][CH:32]=1. Reported procedure: In analogy to examples 29.10 and 29.11, trans-Methansulfonic acid 5-(4-methyl amino-cyclohexyl)-pentyl ester.trifluoroacetic acid salt and 4-chlorophenyl chloroformate were reacted, followed by treatment with 2-ethylamino-ethanol to give trans-(4-{5-[Ethyl-(2-hydroxy-ethyl)-amino]-pentyl}-cyclohexyl)-methyl-carbamic acid 4-chloro-phenyl ester, MS: 425 (MH+, 1Cl). Starting materials: CN(CCO)C (2-(dimethylamino)ethanol), C[Si](OC1=CC=C(C=O)C=C1)(C)C (4-(trimethylsilyloxy)benzaldehyde), C[Si](C)(C)Cl (trimethylsilylchloride), N[C@@H](CC1=CC=C2C=CC=CC2=C1)C(=O)O (Nal), CNC (dimethylamine), N1=CC=CC=C1 (pyridine), [Li]CCCC (n-BuLi). The solvent is CCCCCC (hexane), CCCCCC (hexane), CC#N (MeCN). Run at temperature -78 celsius, time 1 hour. Product: CN(C1=CC(=NC=C1)CC1=CC=C(C=C1)OC(N(C1=CC=CC=C1)C)=O)C (Methyl-phenyl-carbamic acid 4-(4-dimethylamino-pyridin-2-ylmethyl)-phenyl ester), Cl (hydrochloride). Reaction SMILES: [CH3:1][N:2]([CH3:6])[CH2:3][CH2:4]O.[Li][CH2:8][CH2:9][CH2:10][CH3:11].[CH3:12][NH:13][CH3:14].[N:15]1[CH:20]=[CH:19][CH:18]=[CH:17][CH:16]=1.C[Si](C)(C)[O:23][C:24]1[CH:31]=[CH:30][C:27]([CH:28]=O)=[CH:26][CH:25]=1.N[C@H](C(O)=[O:48])CC1C=C2C(C=CC=C2)=CC=1.C[Si]([Cl:54])(C)C>CCCCCC.CC#N>[CH3:12][N:13]([CH3:14])[C:18]1[CH:19]=[CH:20][N:15]=[C:16]([CH2:28][C:27]2[CH:30]=[CH:31][C:24]([O:23][C:1](=[O:48])[N:2]([CH3:6])[C:3]3[CH:11]=[CH:10][CH:9]=[CH:8][CH:4]=3)=[CH:25][CH:26]=2)[CH:17]=1.[ClH:54]. Reported procedure: A solution of 2-(dimethylamino)ethanol (32 mmol) in hexane (120 mL) was cooled to −5° C. and n-BuLi (64 mmol) was added. After 30 min 4-(dimethylamine=pyridine (16 mmol) was added and the red-orange mixture was stirred for further 1 h. The solution was cooled to −78° C. and 4-(trimethylsilyloxy)benzaldehyde (40 mmol) dissolved in hexane (80 mL) was added and the suspension was allowed to warm to rt over 20 min. The reaction mixture was quenched with water, and the aqueous phase was washed with C... Starting materials: CCc1ccc(C(=O)O)cc1[N+](=O)[O-], CO. The product is CCc1ccc(C(=O)O)cc1N. Reaction SMILES: [CH2:1]([CH3:2])[c:3]1[c:4]([N+:12]([O-:13])=[O:14])[cH:5][c:6]([C:7](=[O:8])[OH:9])[cH:10][cH:11]1.[CH3:15][OH:16]>>[CH2:1]([CH3:2])[c:3]1[c:4]([NH2:12])[cH:5][c:6]([C:7](=[O:8])[OH:9])[cH:10][cH:11]1.